The task is: describe an organic reaction: reactants, conditions, products, and yield. This data is from the Open Reaction Database (ORD), a public repository of structured organic reaction records. Reactants: [K+].[Br-] (KBr), cyanohydrin, NC1=CC(=CC=C1O)C (2-amino-p-cresol), C(C1=CC=CC=C1)OC(=O)N[C@H](C(O)C=1OC2=C(N1)C=CC=C2)C ((2S)-2-(benzyloxycarbonylamino)-1-benzo[d][1,3]oxazol-2-yl-1-propanol). Solvent: hexanes, CCOC(=O)C (EtOAc). Yields the product C(C1=CC=CC=C1)OC(=O)N[C@H](C(O)C=1OC2=C(N1)C=C(C=C2)C)C ((2S)-2-(benzyloxycarbonylamino)-1-(5-methylbenzo[d][1,3]oxazol-2-yl)-1-propanol). Yield: 53.0%. Reaction SMILES: [NH2:1][C:2]1[C:7]([OH:8])=[CH:6][CH:5]=[C:4]([CH3:9])[CH:3]=1.[CH2:10]([O:17][C:18]([NH:20][C@@H:21]([CH3:33])[CH:22]([C:24]1OC2C=CC=CC=2N=1)[OH:23])=[O:19])[C:11]1[CH:16]=[CH:15][CH:14]=[CH:13][CH:12]=1.[K+].[Br-]>CCOC(C)=O>[CH2:10]([O:17][C:18]([NH:20][C@@H:21]([CH3:33])[CH:22]([C:24]1[O:8][C:7]2[CH:6]=[CH:5][C:4]([CH3:9])=[CH:3][C:2]=2[N:1]=1)[OH:23])=[O:19])[C:11]1[CH:16]=[CH:15][CH:14]=[CH:13][CH:12]=1 |f:2.3|. Procedure details: This material was prepared as a 1:1 mixture of isomers in 53% yield from the above cyanohydrin (1.10 g, 4.70 mmol) and 2-amino-p-cresol (636 mg, 5.17 mmol) using the procedure described above for compound 16. An analytical sample was obtained by recrystallization from EtOAc in hexanes (7 : 1 mixture of isomers). mp: 134-135° C.; IR (KBr) υ 1718, 1691 cm−1; 1H-NMR (400 MHz, CDC13) δ 7.47-7.09 (m, 8H), 5.47 (d, J=8.6 Hz, 1H), 5.12-4.87 (m, 4H), 4.54-4.30 (m, 1H), 2.44 (s, 3H), 1.32 and 1.13 (2×d, ...